From a dataset of the Open Reaction Database (ORD), a public repository of structured organic reaction records. describe an organic reaction: reactants, conditions, products, and yield The reactants are C1(\C=C/C(=O)O1)=O (maleic anhydride), C1(=CC(=CC=C1)N)N (m-phenylenediamine), CN(C=O)C (dimethylformamide), C1(=CC(=CC=C1)N1C(C=CC1=O)=O)N1C(C=CC1=O)=O (N,N'-m-phenylenedimaleimide). The product is C1(=CC(=CC=C1)NC(\C=C/C(=O)O)=O)NC(\C=C/C(=O)O)=O (N,N'-m-phenylenedimaleamic acid). RXN SMILES: [C:1]1([N:14]2[C:18](=[O:19])[CH:17]=[CH:16][C:15]2=[O:20])[CH:6]=[CH:5][CH:4]=[C:3]([N:7]2C(=O)C=CC2=O)[CH:2]=1.[C:21]1(=[O:27])[O:26][C:24](=[O:25])[CH:23]=[CH:22]1.C1(N)C=CC=C(N)C=1.CN(C)C=[O:39]>>[C:3]1([NH:7][C:21](=[O:27])/[CH:22]=[CH:23]\[C:24]([OH:26])=[O:25])[CH:4]=[CH:5][CH:6]=[C:1]([NH:14][C:18](=[O:19])/[CH:17]=[CH:16]\[C:15]([OH:20])=[O:39])[CH:2]=1. Procedure details: A typical example of this process is the formation of N,N'-m-phenylenedimaleimide. This involves the addition of maleic anhydride to a solution of m-phenylenediamine in dimethylformamide (DMF) and reacting these at a temperature of 35°-40° C. to form N,N'-m-phenylenedimaleamic acid, which is not isolated. The addition of sodium acetate and acetic anhydride follows, with a maximum reaction temperature for ring closure of 55°-60° C. On the completion of this reaction, a large excess of water is ad... Reactants: Cl (hydrochloric acid), C(C)OC(=O)C1=CN(C2=CC(=C(C=C2C1=O)F)N1CCN(CC1)C(C)=O)CCCl (1-(2-chloroethyl)-6-fluoro-7-(4-acetyl-1-piperazinyl)-4-oxo-1,4-dihydro-quinoline-3-carboxylic acid ethyl ester), [OH-].[Na+] (NaOH), O (H2O). RXN SMILES: C([O:3][C:4]([C:6]1[C:15](=[O:16])[C:14]2[C:9](=[CH:10][C:11]([N:18]3[CH2:23][CH2:22][N:21](C(=O)C)[CH2:20][CH2:19]3)=[C:12]([F:17])[CH:13]=2)[N:8]([CH2:27][CH2:28][Cl:29])[CH:7]=1)=[O:5])C.[OH-].[Na+].O.Cl>C(O)C>[ClH:29].[CH:27]([N:8]1[C:9]2[C:14](=[CH:13][C:12]([F:17])=[C:11]([N:18]3[CH2:23][CH2:22][NH:21][CH2:20][CH2:19]3)[CH:10]=2)[C:15](=[O:16])[C:6]([C:4]([OH:5])=[O:3])=[CH:7]1)=[CH2:28] |f:1.2,6.7|. The product is Cl.C(=C)N1C=C(C(C2=CC(=C(C=C12)N1CCNCC1)F)=O)C(=O)O (1-vinyl-6-fluoro-7-(1-piperazinyl)-4-oxo-1,4-dihydro-quinoline-3-carboxylic acid hydrochloride). Yield: 88.7%. Reported procedure: A mixture of the 1-(2-chloroethyl)-6-fluoro-7-(4-acetyl-1-piperazinyl)-4-oxo-1,4-dihydro-quinoline-3-carboxylic acid ethyl ester (65 mg) (0.153 millimole), NaOH (0.10 g), H2O (1 ml), and ethanol (1 ml) was heated at 95°-100° C. for 4 hours under stirring. After cooling, the reaction mixture was acidified with hydrochloric acid, and evaporated under vacuum. The residue was recrystallized from a mixture of water and ethanol to obtain 48 mg of 1-vinyl-6-fluoro-7-(1-piperazinyl)-4-oxo-1,4-dihydro-qu... Solvent: C(C)O (ethanol). Starting materials: [H][H] (hydrogen), N(=[N+]=[N-])[C@@H](C(=O)O)C1C2=C(CCC3=C1C=CC=C3)C=CC=C2 ((R)-α-azido-10,11-dihydro-5H-dibenzo[a,d]cycloheptene-5-acetic acid), Cl (hydrochloric acid). The reagents and catalysts are [Pd] (palladium on carbon). Run in O1CCCC1 (tetrahydrofuran), O (water). Yields the product Cl.NC(C(=O)O)C1C2=C(CCC3=C1C=CC=C3)C=CC=C2 (α-Amino-10,11-dihydro-5H-dibenzo[a,d]cycloheptene-5-acetic acid, hydrochloride). As a reaction SMILES: [N:1]([C@H:4]([CH:8]1[C:14]2[CH:15]=[CH:16][CH:17]=[CH:18][C:13]=2[CH2:12][CH2:11][C:10]2[CH:19]=[CH:20][CH:21]=[CH:22][C:9]1=2)[C:5]([OH:7])=[O:6])=[N+]=[N-].[ClH:23].[H][H]>O1CCCC1.O.[Pd]>[ClH:23].[NH2:1][CH:4]([CH:8]1[C:14]2[CH:15]=[CH:16][CH:17]=[CH:18][C:13]=2[CH2:12][CH2:11][C:10]2[CH:19]=[CH:20][CH:21]=[CH:22][C:9]1=2)[C:5]([OH:7])=[O:6] |f:6.7|. Procedure details: To a solution of (R)-α-azido-10,11-dihydro-5H-dibenzo[a,d]cycloheptene-5-acetic acid (3.5 g, 1.9 mmol) in tetrahydrofuran (75 mL), water (10 mL), and concentrated hydrochloric acid (1 mL) is added palladium on carbon (0.5 g, 20%). The mixture is shaken under 52 pounds per square inch (psi) of hydrogen at 25° C. for 6 hours. Solid is filtered. The filtrate is concentrated in vacuo to give a light green solid, which is recrystallized in 3N hydrochloric acid (with activated charcoal) to give the ti... Reactants: CSC1=C(C=C(C(=C1)OC)OC)NC(=O)N(CC)CC (N-[2-methylthio-4,5-dimethoxyphenyl]-N',N'-diethylurea), OO (hydrogen peroxide). Yields the product CS(=O)C1=C(C=C(C(=C1)OC)OC)NC(=O)N(CC)CC (N-[2-methylsulfinyl-4,5-dimethoxyphenyl]-N',N'-diethylurea). As a reaction SMILES: [CH3:1][S:2][C:3]1[CH:8]=[C:7]([O:9][CH3:10])[C:6]([O:11][CH3:12])=[CH:5][C:4]=1[NH:13][C:14]([N:16]([CH2:19][CH3:20])[CH2:17][CH3:18])=[O:15].[OH:21]O>>[CH3:1][S:2]([C:3]1[CH:8]=[C:7]([O:9][CH3:10])[C:6]([O:11][CH3:12])=[CH:5][C:4]=1[NH:13][C:14]([N:16]([CH2:19][CH3:20])[CH2:17][CH3:18])=[O:15])=[O:21]. Reported procedure: The resulting product, N-[2-methylthio-4,5-dimethoxyphenyl]-N',N'-diethylurea was oxidized with hydrogen peroxide to yield N-[2-methylsulfinyl-4,5-dimethoxyphenyl]-N',N'-diethylurea. Reaction of this compound with O-mesitylenesulfonylhydroxylamine yielded S-methyl-S-[2-diethylaminocarbonylamino-4,5-dimethoxyphenyl]sulfoximine. Heating the sulfoximine yielded 6,7-dimethoxy-1-methyl-1H-1,2,4-benzothiadiazine-3(4H)-one-1-oxide melting at 333°-335° C. Total yield was 59 percent based on 2-methylthio... Starting materials: C1CCOC1, Cc1ccc(C)c(-c2ccccn2)n1, Cc1cc(C)nc(-c2ccccn2)c1, Cc1cnc(-c2ccccn2)c(C)c1, CCCCCC, CN(C)P(=O)(N(C)C)N(C)C, CC(C)[N-]C(C)C, CC(C)NC(C)C, ClCOCc1ccccc1, Cl, [Li+], C1CCOC1. The product is Cc1cc(CCOCc2ccccc2)cc(-c2ccccn2)n1. Reaction SMILES: [CH2:51]1[O:52][CH2:53][CH2:54][CH2:55]1.[CH3:15][c:16]1[c:17](-[c:18]2[cH:19][cH:20][cH:21][cH:22][n:23]2)[n:24][c:25]([CH3:26])[cH:27][cH:28]1.[CH3:1][c:2]1[cH:3][c:4](-[c:9]2[n:10][cH:11][cH:12][cH:13][cH:14]2)[n:5][c:6]([CH3:8])[cH:7]1.[CH3:29][c:30]1[c:31](-[c:32]2[cH:33][cH:34][cH:35][cH:36][n:37]2)[n:38][cH:39][c:40]([CH3:41])[cH:42]1.[CH3:56][CH2:57][CH2:58][CH2:59][CH2:60][CH3:61].[CH3:85][N:86]([CH3:87])[P:88](=[O:89])([N:90]([CH3:91])[CH3:92])[N:93]([CH3:94])[CH3:95].[CH:43]([N-:44][CH:45]([CH3:46])[CH3:47])([CH3:48])[CH3:49].[CH:62]([NH:63][CH:64]([CH3:65])[CH3:66])([CH3:67])[CH3:68].[Cl:69][CH2:70][O:71][CH2:72][c:73]1[cH:74][cH:75][cH:76][cH:77][cH:78]1.[ClH:79].[Li+:50].[O:80]1[CH2:81][CH2:82][CH2:83][CH2:84]1>>[CH2:1]([c:2]1[cH:3][c:4](-[c:9]2[n:10][cH:11][cH:12][cH:13][cH:14]2)[n:5][c:6]([CH3:8])[cH:7]1)[CH2:70][O:71][CH2:72][c:73]1[cH:74][cH:75][cH:76][cH:77][cH:78]1. Reactants: C1(=CC=CC=C1)C1CCN(CC1)C1=CC=C(C=C1)C#N (4-phenyl-1-(4-cyanophenyl)piperidine), Cl (hydrochloric acid), C(C)(=O)O (acetic acid). The product is C1(=CC=CC=C1)C1CCN(CC1)C1=CC=C(C=C1)C(=O)O (4-phenyl-1-(4-carboxyphenyl)piperidine). As a reaction SMILES: [C:1]1([CH:7]2[CH2:12][CH2:11][N:10]([C:13]3[CH:18]=[CH:17]C(C#N)=[CH:15][CH:14]=3)[CH2:9][CH2:8]2)[CH:6]=[CH:5][CH:4]=[CH:3][CH:2]=1.Cl.[C:22]([OH:25])(=[O:24])[CH3:23]>>[C:1]1([CH:7]2[CH2:8][CH2:9][N:10]([C:13]3[CH:18]=[CH:17][C:23]([C:22]([OH:25])=[O:24])=[CH:15][CH:14]=3)[CH2:11][CH2:12]2)[CH:6]=[CH:5][CH:4]=[CH:3][CH:2]=1. Procedure: To 4-phenyl-1-(4-cyanophenyl)piperidine (0.39 g) are added acetic acid (10 ml) and conc. hydrochloric acid (10 ml), and the mixture is refluxed for five hours. The reaction solution is concentrated, and to the residue is added diethyl ether/methanol. The insoluble crystals are collected by filtration, and dried under reduced pressure to give 4-phenyl-1-(4-carboxyphenyl)piperidine (0.39 g) as white powder.